Dataset: the Open Reaction Database (ORD), a public repository of structured organic reaction records. Task: describe an organic reaction: reactants, conditions, products, and yield Starting materials: O (water), CC(COC(=O)C1=CC=C(C=O)C=C1)CC (p-(2-methylbutoxycarbonyl)benzaldehyde), C(CCCCCCCCCCCCC)OC1=CC=C(N)C=C1 (p-n-tetradecyloxyaniline), C1(=CC=C(C=C1)S(=O)(=O)O)C (p-toluenesulfonic acid). Solvent: C1(=CC=CC=C1)C (toluene). Yields the product C(CCCCCCCCCCCCC)OC1=CC=C(N=CC2=CC=C(C=C2)C(=O)OCC(CC)C)C=C1 (p-n-tetradecyloxy-4-(2-methylbutoxycarbonyl)benzylideneaniline). RXN SMILES: [CH3:1][CH:2]([CH2:15][CH3:16])[CH2:3][O:4][C:5]([C:7]1[CH:14]=[CH:13][C:10]([CH:11]=O)=[CH:9][CH:8]=1)=[O:6].[CH2:17]([O:31][C:32]1[CH:38]=[CH:37][C:35]([NH2:36])=[CH:34][CH:33]=1)[CH2:18][CH2:19][CH2:20][CH2:21][CH2:22][CH2:23][CH2:24][CH2:25][CH2:26][CH2:27][CH2:28][CH2:29][CH3:30].C1(C)C=CC(S(O)(=O)=O)=CC=1.O>C1(C)C=CC=CC=1>[CH2:17]([O:31][C:32]1[CH:38]=[CH:37][C:35]([N:36]=[CH:11][C:10]2[CH:13]=[CH:14][C:7]([C:5]([O:4][CH2:3][CH:2]([CH3:1])[CH2:15][CH3:16])=[O:6])=[CH:8][CH:9]=2)=[CH:34][CH:33]=1)[CH2:18][CH2:19][CH2:20][CH2:21][CH2:22][CH2:23][CH2:24][CH2:25][CH2:26][CH2:27][CH2:28][CH2:29][CH3:30]. Procedure: 44.3 g of said p-(2-methylbutoxycarbonyl)benzaldehyde, 32 g of p-n-tetradecyloxyaniline, and 0.1 g of p-toluenesulfonic acid were dissolved in toluene. The solution was heated under reflux, and water generated in the dehydrating condensation was removed with a Dean-Stark condenser. After the reaction solution was cooled, the organic layer was washed with water, and the solvent (toluene) was distilled off in vacuum. The solid residue was recrystallized from ethanol to obtain yellow crystals. Starting materials: N1(N=NC=C1)CCCCC1=CC=C(C=C1)NCC=1N=C(OC1)C=CC1=CC=C(C=C1)C(F)(F)F ([4-(4-[1,2,3]triazol-1-yl-butyl)-phenyl]-{2-[2-(4-trifluoromethyl-phenyl)-vinyl]-oxazol-4-ylmethyl}-amine), C(#N)[BH3-].[Na+] (sodium cyanoborohydride), Cl (hydrochloric acid). Solvent: C(C)#N (acetonitrile). Reaction conditions: time 10 minute. Product: CN(CC=1N=C(OC1)C=CC1=CC=C(C=C1)C(F)(F)F)C1=CC=C(C=C1)CCCCN1N=NC=C1 (methyl-[4-(4-[1,2,3]triazol-1-yl-butyl)-phenyl]-{2-[2-(4-trifluoromethyl-phenyl)-vinyl]-oxazol-4-ylmethyl}-amine). RXN SMILES: [N:1]1([CH2:6][CH2:7][CH2:8][CH2:9][C:10]2[CH:15]=[CH:14][C:13]([NH:16][CH2:17][C:18]3[N:19]=[C:20]([CH:23]=[CH:24][C:25]4[CH:30]=[CH:29][C:28]([C:31]([F:34])([F:33])[F:32])=[CH:27][CH:26]=4)[O:21][CH:22]=3)=[CH:12][CH:11]=2)[CH:5]=[CH:4][N:3]=[N:2]1.[C:35]([BH3-])#N.[Na+].Cl>C(#N)C>[CH3:35][N:16]([C:13]1[CH:14]=[CH:15][C:10]([CH2:9][CH2:8][CH2:7][CH2:6][N:1]2[CH:5]=[CH:4][N:3]=[N:2]2)=[CH:11][CH:12]=1)[CH2:17][C:18]1[N:19]=[C:20]([CH:23]=[CH:24][C:25]2[CH:26]=[CH:27][C:28]([C:31]([F:34])([F:32])[F:33])=[CH:29][CH:30]=2)[O:21][CH:22]=1 |f:1.2|. Procedure: To a solution of [4-(4-[1,2,3]triazol-1-yl-butyl)-phenyl]-{2-[2-(4-trifluoromethyl-phenyl)-vinyl]-oxazol-4-ylmethyl}-amine 2 (0.03 g, 0.06 mmol) in acetonitrile (2 ml) formaldehyde (36%, 0.1 ml) and sodium cyanoborohydride (0.012 g, 0.019 mmol) are added. After stirring at room temperature for 10 min the pH is set to 2 by adding conc. hydrochloric acid and stirring is continued for 2 h. The solvents are evaporated, the crude product suspended in water (10 ml) and the pH adjusted to 9 with aqueou... Reactants: ice, ClC1=CC(=CC=C1)C(=O)OO (m-chloroperbenzoic acid), N1C(=NC2=C1C=CC=C2)SC2=C(C=CC=C2)N(C)C (2-(1H-Benzimidazol-2-yl thio)-N,N-dimethyl benzenamine). Solvent: C(C)(=O)OCC (ethyl acetate), C(C)(=O)OCC (ethyl acetate). Reaction conditions: time 40 minute. The product is N1C(=NC2=C1C=CC=C2)S(=O)C2=C(C=CC=C2)N(C)C (2-(1H-Benzimidazol-2-yl sulphinyl)-N,N-dimethyl benzenamine). The yield is 73.2%. Reaction SMILES: [NH:1]1[C:5]2[CH:6]=[CH:7][CH:8]=[CH:9][C:4]=2[N:3]=[C:2]1[S:10][C:11]1[CH:16]=[CH:15][CH:14]=[CH:13][C:12]=1[N:17]([CH3:19])[CH3:18].ClC1C=CC=C(C(OO)=[O:28])C=1>C(OCC)(=O)C>[NH:1]1[C:5]2[CH:6]=[CH:7][CH:8]=[CH:9][C:4]=2[N:3]=[C:2]1[S:10]([C:11]1[CH:16]=[CH:15][CH:14]=[CH:13][C:12]=1[N:17]([CH3:19])[CH3:18])=[O:28]. Reported procedure: The product of step (b) (4.1 g) was dissolved in ethyl acetate (130 ml) and the stirred solution cooled to -10°. An ice cold solution of m-chloroperbenzoic acid (2.77 g of 95%) in ethyl acetate (20 ml) was added. The resulting solution was stirred for 40 minutes, and then washed with sodium bicarbonate solution, water and brine, dried and evaporated. The residue was purified by flash chromatography to produce a colourless foam. The foam was subjected to high vacuum which afforded 3.18 g of the t... Starting materials: BrCc1ccccc1, CN(C)C=O, CCOC(=O)c1nc2ccccc2[nH]c1=O. Yields the product CCOC(=O)c1nc2ccccc2n(Cc2ccccc2)c1=O. As a reaction SMILES: [Br:17][CH2:18][c:19]1[cH:20][cH:21][cH:22][cH:23][cH:24]1.[CH3:25][N:26]([CH3:27])[CH:28]=[O:29].[O:1]=[c:2]1[nH:3][c:4]2[cH:5][cH:6][cH:7][cH:8][c:9]2[n:10][c:11]1[C:12](=[O:13])[O:14][CH2:15][CH3:16]>>[O:1]=[c:2]1[n:3]([CH2:18][c:19]2[cH:20][cH:21][cH:22][cH:23][cH:24]2)[c:4]2[cH:5][cH:6][cH:7][cH:8][c:9]2[n:10][c:11]1[C:12](=[O:13])[O:14][CH2:15][CH3:16]. Starting materials: C=C1N(C)c2ccccc2C1(C)C, CCO, O=Nc1c(O)c(CO)cc2ccccc12. The product is CN1c2ccccc2C(C)(C)C12C=Nc1c(c(CO)cc3ccccc13)O2. RXN SMILES: [CH3:1][N:2]1[C:3](=[CH2:13])[C:4]([CH3:11])([CH3:12])[c:5]2[cH:6][cH:7][cH:8][cH:9][c:10]21.[CH3:29][CH2:30][OH:31].[OH:14][CH2:15][c:16]1[c:17]([OH:28])[c:18]([N:26]=[O:27])[c:19]2[cH:20][cH:21][cH:22][cH:23][c:24]2[cH:25]1>>[CH3:1][N:2]1[C:3]2([C:4]([CH3:11])([CH3:12])[c:5]3[cH:6][cH:7][cH:8][cH:9][c:10]31)[CH:13]=[N:26][c:18]1[c:17]([c:16]([CH2:15][OH:14])[cH:25][c:24]3[c:19]1[cH:20][cH:21][cH:22][cH:23]3)[O:28]2. Reactants: CC(C)(C)OC(=O)N1CC2CC2C1CN, CCn1nc(C)cc1C(=O)O. Yields the product CCn1nc(C)cc1C(=O)NCC1C2CC2CN1C(=O)OC(C)(C)C. As a reaction SMILES: [C:1]([CH3:2])([CH3:3])([CH3:4])[O:5][C:6](=[O:7])[N:8]1[CH:9]([CH2:14][NH2:15])[CH:10]2[CH2:11][CH:12]2[CH2:13]1.[CH2:16]([CH3:17])[n:18]1[n:19][c:20]([CH3:26])[cH:21][c:22]1[C:23](=[O:24])[OH:25]>>[C:1]([CH3:2])([CH3:3])([CH3:4])[O:5][C:6](=[O:7])[N:8]1[CH:9]([CH2:14][NH:15][C:23]([c:22]2[n:18]([CH2:16][CH3:17])[n:19][c:20]([CH3:26])[cH:21]2)=[O:24])[CH:10]2[CH2:11][CH:12]2[CH2:13]1.